This data is from the Open Reaction Database (ORD), a public repository of structured organic reaction records. The task is: describe an organic reaction: reactants, conditions, products, and yield The reactants are FC1=C(C=CC(=C1)F)[C@@]([C@@H](C)N1N=CN(C1=O)C1=CC=C(C=C1)OCC(C(F)F)(F)F)(O)C=O (2-[(1R,2S)-2-(2,4-Difluorophenyl)-2-formyl-2-hydroxy-1-methylethyl]-4-[4-(2,2,3,3-tetrafluoropropoxy)phenyl]-3(2H,4H)-1,2,4-triazolone), [BH4-].[Na+] (sodium borohydride), Cl (hydrochloric acid), C(C)(=O)OCC (ethyl acetate). Run in CO (methanol). Reaction conditions: time 30 minute. The product is FC1=C(C=CC(=C1)F)[C@]([C@@H](C)N1N=CN(C1=O)C1=CC=C(C=C1)OCC(C(F)F)(F)F)(CO)O (2-[(1R,2S)-2-(2,4-difluorophenyl)-2,3-dihydroxy-1-methylpropyl]-4-[4-(2,2,3,3-tetrafluoro-propoxy)phenyl]-3(2H,4H)-1,2,4-triazolone). The yield is 54.8%. Reaction SMILES: [F:1][C:2]1[CH:7]=[C:6]([F:8])[CH:5]=[CH:4][C:3]=1[C@:9]([CH:33]=[O:34])([OH:32])[C@H:10]([N:12]1[C:16](=[O:17])[N:15]([C:18]2[CH:23]=[CH:22][C:21]([O:24][CH2:25][C:26]([F:31])([F:30])[CH:27]([F:29])[F:28])=[CH:20][CH:19]=2)[CH:14]=[N:13]1)[CH3:11].[BH4-].[Na+].Cl.C(OCC)(=O)C>CO>[F:1][C:2]1[CH:7]=[C:6]([F:8])[CH:5]=[CH:4][C:3]=1[C@@:9]([OH:32])([CH2:33][OH:34])[C@H:10]([N:12]1[C:16](=[O:17])[N:15]([C:18]2[CH:19]=[CH:20][C:21]([O:24][CH2:25][C:26]([F:31])([F:30])[CH:27]([F:29])[F:28])=[CH:22][CH:23]=2)[CH:14]=[N:13]1)[CH3:11] |f:1.2|. Procedure: 2-[(1R,2S)-2-(2,4-Difluorophenyl)-2-formyl-2-hydroxy-1-methylethyl]-4-[4-(2,2,3,3-tetrafluoropropoxy)phenyl]-3(2H,4H)-1,2,4-triazolone (300 mg) was dissolved in 9 ml of methanol, to which 74 mg of sodium borohydride was added at 0° C. The mixture was stirred with ice cooling for 30 minutes. To the reaction solution was added 1 ml of 1N-hydrochloric acid and 50 ml of ethyl acetate, and then the organic layer was washed with 10 ml of water and 10 ml of an aqueous solution of sodium chloride succes... Reactants: CCOC(=O)CBr, O=C([O-])[O-], CC(C)n1cc(O)c(=O)c2cc(F)c(NC3CCCCC3)cc21, [Cl-], [K+], [K+], [NH4+], CN(C)C=O. The product is CCOC(=O)COc1cn(C(C)C)c2cc(NC3CCCCC3)c(F)cc2c1=O. Reaction SMILES: [Br:30][CH2:31][C:32](=[O:33])[O:34][CH2:35][CH3:36].[C:24](=[O:25])([O-:26])[O-:27].[CH:1]1([NH:7][c:8]2[c:9]([F:23])[cH:10][c:11]3[c:12](=[O:22])[c:13]([OH:21])[cH:14][n:15]([CH:18]([CH3:19])[CH3:20])[c:16]3[cH:17]2)[CH2:2][CH2:3][CH2:4][CH2:5][CH2:6]1.[Cl-:37].[K+:28].[K+:29].[NH4+:38].[O:39]=[CH:40][N:41]([CH3:42])[CH3:43]>>[CH:1]1([NH:7][c:8]2[c:9]([F:23])[cH:10][c:11]3[c:12](=[O:22])[c:13]([O:21][CH2:31][C:32](=[O:33])[O:34][CH2:35][CH3:36])[cH:14][n:15]([CH:18]([CH3:19])[CH3:20])[c:16]3[cH:17]2)[CH2:2][CH2:3][CH2:4][CH2:5][CH2:6]1. Reactants: COC(=O)c1c(S(=O)(=O)Cl)n[nH]c1NC(C)=O, Nc1c(F)cccc1F, c1ccncc1. Yields the product COC(=O)c1c(S(=O)(=O)Nc2c(F)cccc2F)n[nH]c1NC(C)=O. As a reaction SMILES: [C:10]([CH3:11])(=[O:12])[NH:13][c:14]1[c:15]([C:23](=[O:24])[O:25][CH3:26])[c:16]([S:19](=[O:20])(=[O:21])[Cl:22])[n:17][nH:18]1.[F:1][c:2]1[c:3]([NH2:4])[c:5]([F:9])[cH:6][cH:7][cH:8]1.[cH:27]1[cH:28][cH:29][n:30][cH:31][cH:32]1>>[F:1][c:2]1[c:3]([NH:4][S:19]([c:16]2[c:15]([C:23](=[O:24])[O:25][CH3:26])[c:14]([NH:13][C:10]([CH3:11])=[O:12])[nH:18][n:17]2)(=[O:20])=[O:21])[c:5]([F:9])[cH:6][cH:7][cH:8]1. The reactants are ClC(=O)OCC (ethyl chloroformate), C(O)([O-])=O.[Na+] (sodium hydrogencarbonate), CN(C)CCC=C1C=2C=CC=CC2C=CC3=C1C=CC=C3.Cl (cyclobenzaprine hydrochloride), ClC(=O)OCC (ethyl chloroformate), [OH-].[K+] (potassium hydroxide). Run in O (Water), O (water), C(Cl)(Cl)Cl (chloroform), C(CCC)O (1-butanol). Run at time 10 minute. Product: C1=CC=CC=2C(C3=C(C=CC21)C=CC=C3)=CCCNC (3-(5H-dibenzo[a,d][7]annulen-5-ylidene)-N-methyl-1-propanamine). As a reaction SMILES: C(=O)([O-])O.[Na+].[CH3:6][N:7]([CH2:9][CH2:10][CH:11]=[C:12]1[C:22]2[CH:23]=[CH:24][CH:25]=[CH:26][C:21]=2[CH:20]=[CH:19][C:18]2[CH:17]=[CH:16][CH:15]=[CH:14][C:13]1=2)C.Cl.ClC(OCC)=O.[OH-].[K+]>C(Cl)(Cl)Cl.O.C(O)CCC>[CH:17]1[C:18]2[CH:19]=[CH:20][C:21]3[CH:26]=[CH:25][CH:24]=[CH:23][C:22]=3[C:12](=[CH:11][CH2:10][CH2:9][NH:7][CH3:6])[C:13]=2[CH:14]=[CH:15][CH:16]=1 |f:0.1,2.3,5.6|. Procedure: 20 ml of saturated aqueous sodium hydrogencarbonate solution was added to 2.467 g (7.91 mmol) of cyclobenzaprine hydrochloride in 20 ml of chloroform, and they were stirred at room temperature for 10 minutes. After extracting with chloroform, the organic layer was dried over anhydrous sodium sulfate and then concentrated under reduced pressure. 15 ml of toluene was added to the residue, and they were heated at 80° C. 4.0 ml (41.8 mmol) of ethyl chloroformate was added thereto, and they were stir... Reactants: BrCCCC\C=C/C=C\CCCCBr (cis-cis-1,12-Dibromo-dodeca-5,7-diene), N1=CC(=C(C=C1)C)C (3,4-lutidine). Solvent: C(C)#N (acetonitrile). Yields the product [Br-].[Br-].C(CCC\C=C/C=C\CCCC[N+]1=CC(=C(C=C1)C)C)[N+]1=CC(=C(C=C1)C)C (cis-cis-N,N′-(dodeca-5,7-diene-1,12-diyl)-bis-(3,4-dimethyl-pyridinium)dibromide). As a reaction SMILES: [Br:1][CH2:2][CH2:3][CH2:4][CH2:5]/[CH:6]=[CH:7]\[CH:8]=[CH:9]/[CH2:10][CH2:11][CH2:12][CH2:13]Br.[N:15]1[CH:20]=[CH:19][C:18]([CH3:21])=[C:17]([CH3:22])[CH:16]=1>C(#N)C>[Br-:1].[Br-:1].[CH2:2]([N+:15]1[CH:20]=[CH:19][C:18]([CH3:21])=[C:17]([CH3:22])[CH:16]=1)[CH2:3][CH2:4][CH2:5]/[CH:6]=[CH:7]\[CH:8]=[CH:9]/[CH2:10][CH2:11][CH2:12][CH2:13][N+:15]1[CH:20]=[CH:19][C:18]([CH3:21])=[C:17]([CH3:22])[CH:16]=1 |f:3.4.5|. Procedure: cis-cis-1,12-Dibromo-dodeca-5,7-diene was added to a solution of 3,4-lutidine (3 mmol) in acetonitrile and the solution refluxed for 24 hours. The acetonitrile was removed in vacuum and the resulting residue was partitioned between ether and water. The aqueous layer was washed extensively with ether until no 3,4-lutidine left in the aqueous layer. The resulting aqueous solution of the product was lyophilized to yield the pure product. (75%). 1HNMR (300 MHz, D2O, ppm), 8.34 (s, 1H), 8.29 (d, J=6.... Starting materials: CuCl2, C(CCCCCCCCC(=O)OC1CC(N(C(C1)(C)C)O)(C)C)(=O)OC1CC(N(C(C1)(C)C)O)(C)C (Bis(1-oxyl-2,2,6,6-tetramethylpiperidin-4-yl) sebacate), OO (hydrogen peroxide), C(CCCCCCCC)=O (nonanal), [OH-].[Na+] (NaOH). The solvent is C(C)(=O)O (acetic acid), C1(=CC=CC=C1)C.C(C)(C)(C)O (toluene tert-butanol). Conditions: temperature 40 celsius, time 10 hour. Product: C(CCCCCCCCC(=O)OC1CC(N(C(C1)(C)C)OCCCCCCCC)(C)C)(=O)OC1CC(N(C(C1)(C)C)OCCCCCCCC)(C)C (bis(1-Octyloxy-2,2,6,6-tetramethyl-4-piperidyl) sebacate). Reaction SMILES: [C:1]([O:25][CH:26]1[CH2:31][C:30]([CH3:33])([CH3:32])[N:29]([OH:34])[C:28]([CH3:36])([CH3:35])[CH2:27]1)(=[O:24])[CH2:2][CH2:3][CH2:4][CH2:5][CH2:6][CH2:7][CH2:8][CH2:9][C:10]([O:12][CH:13]1[CH2:18][C:17]([CH3:20])([CH3:19])[N:16]([OH:21])[C:15]([CH3:23])([CH3:22])[CH2:14]1)=[O:11].OO.C(=O)[CH2:40][CH2:41][CH2:42][CH2:43][CH2:44][CH2:45][CH2:46][CH3:47].[OH-].[Na+]>C1(C)C=CC=CC=1.C(O)(C)(C)C.C(O)(=O)C>[C:1]([O:25][CH:26]1[CH2:27][C:28]([CH3:36])([CH3:35])[N:29]([O:34][CH2:47][CH2:46][CH2:45][CH2:44][CH2:43][CH2:42][CH2:41][CH3:40])[C:30]([CH3:33])([CH3:32])[CH2:31]1)(=[O:24])[CH2:2][CH2:3][CH2:4][CH2:5][CH2:6][CH2:7][CH2:8][CH2:9][C:10]([O:12][CH:13]1[CH2:14][C:15]([CH3:22])([CH3:23])[N:16]([O:21][CH2:1][CH2:2][CH2:3][CH2:4][CH2:5][CH2:6][CH2:7][CH3:8])[C:17]([CH3:19])([CH3:20])[CH2:18]1)=[O:11] |f:3.4,5.6|. Procedure: 10.0 g Bis(1-oxyl-2,2,6,6-tetramethylpiperidin-4-yl) sebacate (Prostab 5415, commercial product of Ciba Specialty Chemicals Inc.) are dissolved in 40 ml toluene/tert-butanol (2:1) and 8 g 50% aqueous hydrogen peroxide are added, followed by 18 ml nonanal, 0.1 ml acetic acid and 0.15 g CuCl2. The reaction mixture is stirred for 2 h at 25-25° C. and afterwards for 10 h at 40° C. The mixture is poured into 100 ml 0.1 N NaOH and subsequently extracted with methylene chloride. The organic phase is wa... The reactants are Clc1ccc(Br)cc1, CCOC(=O)CSc1ccc(O)cc1, Sc1ccc(Oc2ccc(Cl)cc2)cc1, [H-], [Na+], c1ccncc1. Yields the product CCOC(=O)CSc1ccc(Oc2ccc(Cl)cc2)cc1. Reaction SMILES: [Br:1][c:2]1[cH:3][cH:4][c:5]([Cl:8])[cH:6][cH:7]1.[CH2:9]([CH3:10])[O:11][C:12]([CH2:13][S:14][c:15]1[cH:16][cH:17][c:18]([OH:21])[cH:19][cH:20]1)=[O:22].[Cl:25][c:26]1[cH:27][cH:28][c:29]([O:30][c:31]2[cH:32][cH:33][c:34]([SH:35])[cH:36][cH:37]2)[cH:38][cH:39]1.[H-:23].[Na+:24].[cH:40]1[cH:41][cH:42][n:43][cH:44][cH:45]1>>[c:2]1([O:21][c:18]2[cH:17][cH:16][c:15]([S:14][CH2:13][C:12]([O:11][CH2:9][CH3:10])=[O:22])[cH:20][cH:19]2)[cH:3][cH:4][c:5]([Cl:8])[cH:6][cH:7]1. The reactants are COC1=NC=C(C=C1)CCCO (3-(2-methoxy-5-pyridyl)propanol), CS(=O)(=O)Cl (methanesulfonyl chloride). Product: CS(=O)(=O)OCCCC=1C=CC(=NC1)OC (3-(2-methoxy-5-pyridyl)propyl methanesulfonate). RXN SMILES: [CH3:1][O:2][C:3]1[CH:8]=[CH:7][C:6]([CH2:9][CH2:10][CH2:11][OH:12])=[CH:5][N:4]=1.[CH3:13][S:14](Cl)(=[O:16])=[O:15]>>[CH3:13][S:14]([O:12][CH2:11][CH2:10][CH2:9][C:6]1[CH:7]=[CH:8][C:3]([O:2][CH3:1])=[N:4][CH:5]=1)(=[O:16])=[O:15]. Procedure details: In substantially the same manner as in Reference Example 85, 3-(2-methoxy-5-pyridyl)propanol was reacted with methanesulfonyl chloride to give 3-(2-methoxy-5-pyridyl)propyl methanesulfonate. The yield was quantative. Oily substance.